This data is from the Open Reaction Database (ORD), a public repository of structured organic reaction records. The task is: describe an organic reaction: reactants, conditions, products, and yield The reactants are Cc1ccccc1, OB(O)c1c(Cl)cccc1Cl, COc1cc2nccc(Oc3ccc(C)nc3I)c2cc1OC, [Na+], O=C([O-])O. Product: COc1cc2nccc(Oc3ccc(C)nc3-c3c(Cl)cccc3Cl)c2cc1OC. RXN SMILES: [CH3:40][c:41]1[cH:42][cH:43][cH:44][cH:45][cH:46]1.[Cl:24][c:25]1[c:26]([B:32]([OH:33])[OH:34])[c:27]([Cl:31])[cH:28][cH:29][cH:30]1.[I:1][c:2]1[n:3][c:4]([CH3:23])[cH:5][cH:6][c:7]1[O:8][c:9]1[cH:10][cH:11][n:12][c:13]2[cH:14][c:15]([O:21][CH3:22])[c:16]([O:19][CH3:20])[cH:17][c:18]12.[Na+:35].[OH:36][C:37](=[O:38])[O-:39]>>[c:2]1(-[c:26]2[c:25]([Cl:24])[cH:30][cH:29][cH:28][c:27]2[Cl:31])[n:3][c:4]([CH3:23])[cH:5][cH:6][c:7]1[O:8][c:9]1[cH:10][cH:11][n:12][c:13]2[cH:14][c:15]([O:21][CH3:22])[c:16]([O:19][CH3:20])[cH:17][c:18]12. Starting materials: O(C1=CC=CC=C1)C1=CC=C(C=C1)N (4-Phenoxybenzenamine), ClC(=O)OCC (Ethyl chloroformate). Run in N1=CC=CC=C1 (pyridine). Conditions: temperature 4 celsius, time 30 minute. Product: O(C1=CC=CC=C1)C1=CC=C(C=C1)NC(OCC)=O (ethyl (4-phenoxyphenyl)carbamate). RXN SMILES: [O:1]([C:8]1[CH:13]=[CH:12][C:11]([NH2:14])=[CH:10][CH:9]=1)[C:2]1[CH:7]=[CH:6][CH:5]=[CH:4][CH:3]=1.Cl[C:16]([O:18][CH2:19][CH3:20])=[O:17]>N1C=CC=CC=1>[O:1]([C:8]1[CH:9]=[CH:10][C:11]([NH:14][C:16](=[O:17])[O:18][CH2:19][CH3:20])=[CH:12][CH:13]=1)[C:2]1[CH:7]=[CH:6][CH:5]=[CH:4][CH:3]=1. Procedure: 4-Phenoxybenzenamine (18.5 grams; 0.1 mole) and pyridine (50 ml) were charged into a glass reaction vessel fitted with a mechanical stirrer and thermometer and cooled to about 4° C. Ethyl chloroformate (13.5 grams; 0.125 mole) was added and the reaction stirred at about 4° C. for a period of about 30 minutes, stirring was then continued at room temperature for another 16 hours. Crystallization occured, whereupon the precipitate was filtered from the reaction medium, washed with water, and air dr... The reactants are C(C)(C)N(CC)C(C)C (Diisopropylethylamine), FC(C(=O)O)(F)F.COC(CC1=CC2=CC=C(C=C2C(=C1)C1CCNCC1)F)=O ((6-fluoro-4-piperidin-4-yl-naphthalen-2-yl)-acetic acid methyl ester trifluoroacetate salt), ClC=1C=C(C=C(C1)Cl)S(=O)(=O)Cl (3,5-Dichlorobenzenesulfonyl chloride). Solvent: O1CCCC1 (tetrahydrofuran). Reaction conditions: time 30 minute. Yields the product COC(CC1=CC2=CC=C(C=C2C(=C1)C1CCN(CC1)S(=O)(=O)C1=CC(=CC(=C1)Cl)Cl)F)=O ({4-[1-(3,5-dichloro-benzenesulfonyl)-piperidin-4-yl]-6-fluoro-naphthalen-2-yl}-acetic acid methyl ester). Isolated yield 42.4%. RXN SMILES: C(N(C(C)C)CC)(C)C.FC(F)(F)C(O)=O.[CH3:17][O:18][C:19](=[O:38])[CH2:20][C:21]1[CH:30]=[C:29]([CH:31]2[CH2:36][CH2:35][NH:34][CH2:33][CH2:32]2)[C:28]2[C:23](=[CH:24][CH:25]=[C:26]([F:37])[CH:27]=2)[CH:22]=1.[Cl:39][C:40]1[CH:41]=[C:42]([S:47](Cl)(=[O:49])=[O:48])[CH:43]=[C:44]([Cl:46])[CH:45]=1>O1CCCC1>[CH3:17][O:18][C:19](=[O:38])[CH2:20][C:21]1[CH:30]=[C:29]([CH:31]2[CH2:36][CH2:35][N:34]([S:47]([C:42]3[CH:41]=[C:40]([Cl:39])[CH:45]=[C:44]([Cl:46])[CH:43]=3)(=[O:49])=[O:48])[CH2:33][CH2:32]2)[C:28]2[C:23](=[CH:24][CH:25]=[C:26]([F:37])[CH:27]=2)[CH:22]=1 |f:1.2|. Reported procedure: Diisopropylethylamine (0.6 mL, 3.4 mmol) was added at 0° C. to a solution of (6-fluoro-4-piperidin-4-yl-naphthalen-2-yl)-acetic acid methyl ester trifluoroacetate salt (which may be prepared as described above; 150 mg, 0.36 mmol) in tetrahydrofuran (5 mL), and the mixture was stirred at room temperature for 30 min. 3,5-Dichlorobenzenesulfonyl chloride (available from Sigma-Aldrich; 133 mg, 0.54 mmol) was added and the mixture was stirred at room temperature for 16 h. The solvent was evaporated u... Reactants: C(=O)(OCC1=CC=CC=C1)NCC(CCC(=O)OCCCCCCCCCCC(=O)OCC1=CC=CC=C1)=O (10-(benzyloxycarbonyl)decyl 5-(Cbz-amino)-4-oxopentanoate), Cl (HCl), [H][H] (hydrogen). Reagents/catalysts: [Pd] (Pd/C). Run in CC(C)O (2-propanol). The product is Cl.NCC(CCC(=O)OCCCCCCCCCCC(=O)O)=O (10-carboxydecyl 5-amino-4-oxopentanoate hydrochloride). Yield: 51.7%. RXN SMILES: C([NH:11][CH2:12][C:13](=[O:39])[CH2:14][CH2:15][C:16]([O:18][CH2:19][CH2:20][CH2:21][CH2:22][CH2:23][CH2:24][CH2:25][CH2:26][CH2:27][CH2:28][C:29]([O:31]CC1C=CC=CC=1)=[O:30])=[O:17])(OCC1C=CC=CC=1)=O.[ClH:40].[H][H]>[Pd].CC(O)C>[ClH:40].[NH2:11][CH2:12][C:13](=[O:39])[CH2:14][CH2:15][C:16]([O:18][CH2:19][CH2:20][CH2:21][CH2:22][CH2:23][CH2:24][CH2:25][CH2:26][CH2:27][CH2:28][C:29]([OH:31])=[O:30])=[O:17] |f:5.6|. Reported procedure: This compound was prepared from the product of 13b (0.60 g; 1.1 mmol), 12 M HCl (0.09 mL; 1.1 mmol), 10% Pd/C (100 mg), hydrogen gas, and 2-propanol (25 mL) using the procedure in Example 8d. 0.20 g (51%) product was obtained (white solid).